Dataset: the Open Reaction Database (ORD), a public repository of structured organic reaction records. Task: describe an organic reaction: reactants, conditions, products, and yield Reactants: C(C)(C)(C)C1=NC(=C(C#N)C=C1C)Cl (6-tert-butyl-2-chloro-5-methylnicotinonitrile), ClC1=NC(=CC=C1C#N)C(C)(C)C (2-chloro-3-cyano-6-tert-butylpyridine). The product is C(C)(C)(C)C1=NC(=C(C#N)C=C1C)C#CC(C)(C)C (6-tert-Butyl-2-(3,3-dimethylbut-1-ynyl)-5-methylnicotinonitrile). Reaction SMILES: [C:1]([C:5]1[C:12]([CH3:13])=[CH:11][C:8]([C:9]#[N:10])=[C:7](Cl)[N:6]=1)([CH3:4])([CH3:3])[CH3:2].ClC1C(C#N)=C[CH:19]=[C:18]([C:24]([CH3:27])([CH3:26])[CH3:25])N=1>>[C:1]([C:5]1[C:12]([CH3:13])=[CH:11][C:8]([C:9]#[N:10])=[C:7]([C:19]#[C:18][C:24]([CH3:27])([CH3:26])[CH3:25])[N:6]=1)([CH3:4])([CH3:3])[CH3:2]. Procedure details: Procedure analogous to 31, using 62.6 g (300 mmol) of 6-tert-butyl-2-chloro-5-methylnicotinonitrile, S79, instead of 194.7 g (1 mol) of 2-chloro-3-cyano-6-tert-butylpyridine, S28, and scaling the remaining reagents correspondingly on a molar level. Yield: 68.9 g (271 mmol), 90%. Purity: >95% according to 1H-NMR. Reactants: O (water), ClC=1N=CC(=NC1)C=1N=C(SC1C(=O)OCC)N1C[C@H]([C@H](CC1)NC(=O)C=1NC(=C(C1Cl)Cl)C)OC (ethyl 4-(5-chloropyrazin-2-yl)-2-[(3R,4S)-4-{[(3,4-dichloro-5-methyl-1H-pyrrol-2-yl)carbonyl]amino}-3-methoxypiperidin-1-yl]-1,3-thiazole-5-carboxylate), N12C(CN(CC1)CC2)CN (1-(1,4-diazabicyclo[2.2.2]oct-2-yl)methanamine), C(C)(C)N(C(C)C)CC (N,N-Diisopropylethylamine). The solvent is CN1C(CCC1)=O (N-methyl 2-pyrrolidinone). Conditions: temperature 80 celsius, time 20 hour. The product is N12C(CN(CC1)CC2)CNC=2N=CC(=NC2)C=2N=C(SC2C(=O)OCC)N2C[C@@H]([C@@H](CC2)NC(=O)C=2NC(=C(C2Cl)Cl)C)OC (ethyl 4-{5-[(1,4-diazabicyclo[2.2.2]oct-2-ylmethyl)amino]pyrazin-2-yl}-2-[(3S,4R)-4-{[(3,4-dichloro-5-methyl-1H-pyrrol-2-yl)carbonyl]amino}-3-methoxypiperidin-1-yl]-1,3-thiazole-5-carboxylate). Yield: 20.7%. RXN SMILES: Cl[C:2]1[N:3]=[CH:4][C:5]([C:8]2[N:9]=[C:10]([N:18]3[CH2:23][CH2:22][C@H:21]([NH:24][C:25]([C:27]4[NH:28][C:29]([CH3:34])=[C:30]([Cl:33])[C:31]=4[Cl:32])=[O:26])[C@H:20]([O:35][CH3:36])[CH2:19]3)[S:11][C:12]=2[C:13]([O:15][CH2:16][CH3:17])=[O:14])=[N:6][CH:7]=1.[N:37]12[CH2:44][CH2:43][N:40]([CH2:41][CH2:42]1)[CH2:39][CH:38]2[CH2:45][NH2:46].C(N(CC)C(C)C)(C)C.O>CN1CCCC1=O>[N:37]12[CH2:44][CH2:43][N:40]([CH2:41][CH2:42]1)[CH2:39][CH:38]2[CH2:45][NH:46][C:2]1[N:3]=[CH:4][C:5]([C:8]2[N:9]=[C:10]([N:18]3[CH2:23][CH2:22][C@@H:21]([NH:24][C:25]([C:27]4[NH:28][C:29]([CH3:34])=[C:30]([Cl:33])[C:31]=4[Cl:32])=[O:26])[C@@H:20]([O:35][CH3:36])[CH2:19]3)[S:11][C:12]=2[C:13]([O:15][CH2:16][CH3:17])=[O:14])=[N:6][CH:7]=1. Procedure: Ethyl 4-(5-chloropyrazin-2-yl)-2-[(3S,4R)-4-{[(3,4-dichloro-5-methyl-1H-pyrrol-2-yl)carbonyl]amino}-3-methoxypiperidin-1-yl]-1,3-thiazole-5-carboxylate (Example 59, 330 mg, 0.57 mmol) was added to a solution of 1-(1,4-diazabicyclo[2.2.2]oct-2-yl)methanamine (EP748807, 407 mg, 2.88 mmol) and N,N-Diisopropylethylamine (0.38 mL, 2.88 mmol) in N-methyl 2-pyrrolidinone (5 mL) and the resulting reaction mixture was stirred for 20 h at 80° C. The reaction mixture was cooled to room temperature, poured ... Starting materials: ClC1=NC=CC(=N1)C=1C(=NN2C1C=CC=C2)C=2C=C(C=CC2)NC(C2=C(C=CC=C2F)F)=O (N-{3-[3-(2-chloro-4-pyrimidinyl)pyrazolo-[1,5-a]pyridin-2-yl]phenyl}-2,6-difluorobenzamide), CC1=NC2=CC=C(C=C2N=C1C)N (2,3-dimethyl-6-quinoxalinamine). The product is C1NCCC2=CC=C(C=C12)NC1=NC=CC(=N1)C=1C(=NN2C1C=CC=C2)C=2C=C(C=CC2)NC(C2=CC=CC=C2)=O (N-(3-{3-[2-(1,2,3,4-tetrahydro-7-isoquinolinylamino)-4-pyrimidinyl]-pyrazolo[1,5-a]pyridin-2-yl}phenyl)benzamide). As a reaction SMILES: Cl[C:2]1[N:7]=[C:6]([C:8]2[C:9]([C:17]3[CH:18]=[C:19]([NH:23][C:24](=[O:33])[C:25]4[C:30](F)=[CH:29][CH:28]=[CH:27][C:26]=4F)[CH:20]=[CH:21][CH:22]=3)=[N:10][N:11]3[CH:16]=[CH:15][CH:14]=[CH:13][C:12]=23)[CH:5]=[CH:4][N:3]=1.CC1C(C)=N[C:42]2[C:37](=[CH:38][CH:39]=[C:40]([NH2:46])[CH:41]=2)N=1>>[CH2:2]1[C:42]2[C:37](=[CH:38][CH:39]=[C:40]([NH:46][C:2]3[N:7]=[C:6]([C:8]4[C:9]([C:17]5[CH:18]=[C:19]([NH:23][C:24](=[O:33])[C:25]6[CH:30]=[CH:29][CH:28]=[CH:27][CH:26]=6)[CH:20]=[CH:21][CH:22]=5)=[N:10][N:11]5[CH:16]=[CH:15][CH:14]=[CH:13][C:12]=45)[CH:5]=[CH:4][N:3]=3)[CH:41]=2)[CH2:5][CH2:4][NH:3]1. Procedure: The title compound was prepared from N-{3-[3-(2-chloro-4-pyrimidinyl)pyrazolo-[1,5-a]pyridin-2-yl]phenyl}-2,6-difluorobenzamide and 2,3-dimethyl-6-quinoxalinamine by a procedure similar to Example 64. 1H NMR (400 MHz, DMSO-d6) δ 2.66 (s, 6H), 6.66 (d, 1H, J=5.4 Hz), 7.19 (t, 1H, J=6.9 Hz), 7.29 (t, 2H, J=8.0 Hz), 7.43 (d, 1H, J=7.7 Hz), 7.51-7.65 (m, 3H), 7.85-7.88 (m, 2H), 7.99-8.03 (dd, 1H, J=2.3, 9.0 Hz), 8.06 (s, 1H), 8.42 (d, 1H, J=5.3 Hz), 8.60-8.64 (m, 2H), 8.91 (d, 1H, J=6.9 Hz), 10.08 (... The reactants are CC(=O)OC(C)=O, CC(C)c1cc(O)cc(C=O)c1, c1ccncc1. Product: CC(=O)Oc1cc(C=O)cc(C(C)C)c1. RXN SMILES: [CH3:13][C:14](=[O:15])[O:16][C:17]([CH3:18])=[O:19].[OH:1][c:2]1[cH:3][c:4]([CH:5]=[O:6])[cH:7][c:8]([CH:10]([CH3:11])[CH3:12])[cH:9]1.[cH:20]1[cH:21][cH:22][n:23][cH:24][cH:25]1>>[O:1]([c:2]1[cH:3][c:4]([CH:5]=[O:6])[cH:7][c:8]([CH:10]([CH3:11])[CH3:12])[cH:9]1)[C:14]([CH3:13])=[O:15]. The reactants are CCCCN1C(=O)COc2ccc(C=O)cc21, O=C1CSC(=O)N1. Product: CCCCN1C(=O)COc2ccc(C=C3SC(=O)NC3=O)cc21. Reaction SMILES: [CH2:1]([CH2:2][CH2:3][CH3:4])[N:5]1[C:6](=[O:17])[CH2:7][O:8][c:9]2[c:10]1[cH:11][c:12]([CH:15]=[O:16])[cH:13][cH:14]2.[O:18]=[C:19]1[CH2:20][S:21][C:22](=[O:23])[NH:24]1>>[CH2:1]([CH2:2][CH2:3][CH3:4])[N:5]1[C:6](=[O:17])[CH2:7][O:8][c:9]2[c:10]1[cH:11][c:12]([CH:15]=[C:20]1[C:19](=[O:18])[NH:24][C:22](=[O:23])[S:21]1)[cH:13][cH:14]2. Reactants: ClC1=CC=C(C=C1)\C=C/C1=CC=C(C=C1)C(=O)N1CC2=C(CC1)C=C(O2)CN2CCCC2 ((Z)-6-(4-Chlorostilbene-4'-carbonyl)-2-(1-pyrrolidinylmethyl)-4,5,6,7-tetrahydrofuro[2,3-c]pyridine), Cl (hydrogen chloride). Run in CO (methanol), CO (methanol). Product: Cl.ClC1=CC=C(C=C1)\C=C/C1=CC=C(C=C1)C(=O)N1CC2=C(CC1)C=C(O2)CN2CCCC2 ((Z)-6-(4-chlorostilbene-4'-carbonyl)-2-(1-pyrrolidinylmethyl)-4,5,6,7-tetrahydrofuro[2,3-c]pyridine hydrochloride). As a reaction SMILES: [Cl:1][C:2]1[CH:7]=[CH:6][C:5](/[CH:8]=[CH:9]\[C:10]2[CH:15]=[CH:14][C:13]([C:16]([N:18]3[CH2:23][CH2:22][C:21]4[CH:24]=[C:25]([CH2:27][N:28]5[CH2:32][CH2:31][CH2:30][CH2:29]5)[O:26][C:20]=4[CH2:19]3)=[O:17])=[CH:12][CH:11]=2)=[CH:4][CH:3]=1.Cl>CO>[ClH:1].[Cl:1][C:2]1[CH:7]=[CH:6][C:5](/[CH:8]=[CH:9]\[C:10]2[CH:11]=[CH:12][C:13]([C:16]([N:18]3[CH2:23][CH2:22][C:21]4[CH:24]=[C:25]([CH2:27][N:28]5[CH2:29][CH2:30][CH2:31][CH2:32]5)[O:26][C:20]=4[CH2:19]3)=[O:17])=[CH:14][CH:15]=2)=[CH:4][CH:3]=1 |f:3.4|. Procedure: (Z)-6-(4-Chlorostilbene-4'-carbonyl)-2-(1-pyrrolidinylmethyl)-4,5,6,7-tetrahydrofuro[2,3-c]pyridine 0.768 g was dissolved in 2 ml of methanol; hydrogen chloride in methanol was added in excess, followed by stirring. This mixture was concentrated to yield the desired product.